Dataset: the Open Reaction Database (ORD), a public repository of structured organic reaction records. Task: describe an organic reaction: reactants, conditions, products, and yield Reactants: CC1(CCSC2=CC=C(C=C12)Br)C (4,4-dimethyl-6-bromothiochroman), C(C)(C)(C)[Li] (tert-butyllithium), O (water), C(=O)=O (carbon dioxide). The solvent is CCOCC (ether), CCCCC (pentane). Conditions: temperature -78 celsius, time 2.5 hour. Product: CC1(CCSC2=CC=C(C=C12)C(=O)O)C (4,4-dimethyl-6-carboxythiochroman). Reaction SMILES: [CH3:1][C:2]1([CH3:13])[C:11]2[C:6](=[CH:7][CH:8]=[C:9](Br)[CH:10]=2)[S:5][CH2:4][CH2:3]1.C([Li])(C)(C)C.[C:19](=[O:21])=[O:20].O>CCOCC.CCCCC>[CH3:1][C:2]1([CH3:13])[C:11]2[C:6](=[CH:7][CH:8]=[C:9]([C:19]([OH:21])=[O:20])[CH:10]=2)[S:5][CH2:4][CH2:3]1. Procedure: To a stirred solution of 5.14 g (0.02 mmol) of 4,4-dimethyl-6-bromothiochroman in 40 ml of dry ether at -78° C. was added dropwise 28.2 ml of 1.7 M 0.048 mmol) tert-butyllithium in pentane. The mixture was stirred at -78° C. for 2.5 hours and then treated with an excess of solid carbon dioxide. The mixture was warmed to room temperature and treated with sufficient water to dissolve the solids. The aqueous layer was then separated, acidified with dilute sulfuric acid and extracted with three port... The reactants are NCC(OCC)=O, O=S(C1=CC=C([N+]([O-])=O)C=C1)(Cl)=O. The reagents and catalysts are O=C([O-])O.[Na+] (NaHCO3). Run in O (water), OCCOCCOCCOCCOCCO (PEG400), CC(C)=O (acetone). Conditions: temperature 25 celsius, pressure 100 psi, time 20 minute. The product is CCOC(=O)CNS(=O)(=O)c1ccc([N+](=O)[O-])cc1. Yield: 97.0%. Reaction SMILES: [CH2:1]([CH2:2][CH2:3][CH2:4][CH2:5][CH2:6][CH2:7][CH2:8][CH2:9][CH2:10][CH2:11][CH2:12][CH2:13][CH2:14][CH2:15][CH3:16])[O:17][C:18](=[O:19])[O:20][CH2:21][C:22]([CH2:23][O:24][CH2:25][CH2:26][CH2:27][CH2:28][CH2:29][CH2:30][OH:31])=[CH2:32].[CH2:44]([Cl:45])[Cl:46].[CH3:33][S:34]([Cl:35])(=[O:36])=[O:37].[cH:38]1[cH:39][cH:40][n:41][cH:42][cH:43]1>>[CH2:1]([CH2:2][CH2:3][CH2:4][CH2:5][CH2:6][CH2:7][CH2:8][CH2:9][CH2:10][CH2:11][CH2:12][CH2:13][CH2:14][CH2:15][CH3:16])[O:17][C:18](=[O:19])[O:20][CH2:21][C:22]([CH2:23][O:24][CH2:25][CH2:26][CH2:27][CH2:28][CH2:29][CH2:30][O:31][S:34]([CH3:33])(=[O:36])=[O:37])=[CH2:32]. Starting materials: C=C(COCCCCCCO)COC(=O)OCCCCCCCCCCCCCCCC, ClCCl, CS(=O)(=O)Cl, c1ccncc1. Yields the product C=C(COCCCCCCOS(C)(=O)=O)COC(=O)OCCCCCCCCCCCCCCCC. Reactants: C(C1=CC=CC=C1)N1CC2C(C1)O2 (1-benzyl-3,4-epoxypyrrolidine), ClC1=C(C(=CC=C1)Cl)O (2,6-dichlorophenol). The solvent is C(Cl)Cl (methylene chloride). Product: ClC1=C(O[C@H]2[C@@H](CN(C2)CC2=CC=CC=C2)O)C(=CC=C1)Cl (Trans-4-(2,6-dichlorophenoxy)-1-phenylmethyl-3-pyrrolidinol). As a reaction SMILES: [CH2:1]([N:8]1[CH2:12][CH:11]2[O:13][CH:10]2[CH2:9]1)[C:2]1[CH:7]=[CH:6][CH:5]=[CH:4][CH:3]=1.[Cl:14][C:15]1[CH:20]=[CH:19][CH:18]=[C:17]([Cl:21])[C:16]=1[OH:22]>C(Cl)Cl>[Cl:14][C:15]1[CH:20]=[CH:19][CH:18]=[C:17]([Cl:21])[C:16]=1[O:22][C@@H:11]1[CH2:12][N:8]([CH2:1][C:2]2[CH:3]=[CH:4][CH:5]=[CH:6][CH:7]=2)[CH2:9][C@H:10]1[OH:13]. Procedure details: A mixture of 35.0 g. of 1-benzyl-3,4-epoxypyrrolidine and 32.6 g. of 2,6-dichlorophenol was heated at 125° C. for 3 hr. The mixture was cooled, dissolved in methylene chloride and extracted with dilute sodium hydroxide. The residue after the solvent was evaporated was purified by column chromatography. The product was eluted with 30% ethyl acetate in benzene and crystallized from cyclohexane. Yield was 43 g (64%) m.p. 78°-80° C.